Dataset: the Open Reaction Database (ORD), a public repository of structured organic reaction records. Task: describe an organic reaction: reactants, conditions, products, and yield The reactants are C[Si](Cl)(C)C (trimethylchlorosilane), C1=CC(=CC=C1O)C (p-cresol). Product: C[Si](OC1=CC=C(C=C1)C)(C)C (trimethyl-p-cresyloxysilane). RXN SMILES: [CH3:1][Si:2]([CH3:5])([CH3:4])Cl.[CH:6]1[C:11]([OH:12])=[CH:10][CH:9]=[C:8]([CH3:13])[CH:7]=1>>[CH3:1][Si:2]([CH3:5])([CH3:4])[O:12][C:11]1[CH:6]=[CH:7][C:8]([CH3:13])=[CH:9][CH:10]=1. Procedure: The procedure of Example 2 was perfomred with 40 moles each of trimethylchlorosilane and p-cresol. The reactor temperature went to about 122° C. About 7.2 kg/h of trimethyl-p-cresyloxysilane was produced. B.p. 198° C., D.4/20 0.9183.